Dataset: the Open Reaction Database (ORD), a public repository of structured organic reaction records. Task: describe an organic reaction: reactants, conditions, products, and yield The reactants are FC1=CC=C(CN2C=3C(C(=O)OC2=O)=CC=CC3)C=C1 (N-(4'-fluorobenzyl)isatoic anhydride), C(C)#N (acetonitrile), I.CSC(NCC=C)=N (S-methyl-N-allylthiopseudourea hydroiodide), C([O-])([O-])=O.[Na+].[Na+] (sodium carbonate). Product: FC1=CC=C(CN2C(=NC(C3=CC=CC=C23)=O)NCC=C)C=C1 (1-(4'-fluorobenzyl)-2-allylamino-quinazolin-4(1H)-one). As a reaction SMILES: [F:1][C:2]1[CH:20]=[CH:19][C:5]([CH2:6][N:7]2[C:13](=O)[O:12][C:10](=O)[C:9]3=[CH:15][CH:16]=[CH:17][CH:18]=[C:8]23)=[CH:4][CH:3]=1.I.CSC(=N)[NH:25][CH2:26][CH:27]=[CH2:28].C(=O)([O-])[O-].[Na+].[Na+].C(#[N:38])C>>[F:1][C:2]1[CH:3]=[CH:4][C:5]([CH2:6][N:7]2[C:8]3[C:9](=[CH:15][CH:16]=[CH:17][CH:18]=3)[C:10](=[O:12])[N:38]=[C:13]2[NH:25][CH2:26][CH:27]=[CH2:28])=[CH:19][CH:20]=1 |f:1.2,3.4.5|. Procedure: A suspension of 13.5 g. of N-(4'-fluorobenzyl)isatoic anhydride, 130 g. of S-methyl-N-allylthiopseudourea hydroiodide and 75 g. of powdered sodium carbonate in 500 ml. of acetonitrile is heated with stirring at reflux for 1.5 hours. The excess sodium carbonate is filtered off and the solvent evaporated to dryness. The residue is dissolved in methylene chloride, filtered to remove insolubles and the filtrate evaporated to dryness. The residue is dissolved in 500 ml. of diglyme and the resulting s... Starting materials: ClC1=CC=C(C=C1)C1=C(C(NN=C1C)=O)C1=C(C(=CC=C1)F)F (5-(4-chlorophenyl)-4-(2,3-difluorophenyl)-6-methyl-2H-pyridazin-3-one), P(=O)(Cl)(Cl)Cl (phosphorus oxychloride). Conditions: temperature 110 celsius, time 1 hour. Product: ClC=1N=NC(=C(C1C1=C(C(=CC=C1)F)F)C1=CC=C(C=C1)Cl)C (3-chloro-5-(4-chlorophenyl)-4-(2,3-difluorophenyl)-6-methyl pyridazine). Isolated yield 99.4%. RXN SMILES: [Cl:1][C:2]1[CH:7]=[CH:6][C:5]([C:8]2[C:13]([CH3:14])=[N:12][NH:11][C:10](=O)[C:9]=2[C:16]2[CH:21]=[CH:20][CH:19]=[C:18]([F:22])[C:17]=2[F:23])=[CH:4][CH:3]=1.P(Cl)(Cl)([Cl:26])=O>>[Cl:26][C:10]1[N:11]=[N:12][C:13]([CH3:14])=[C:8]([C:5]2[CH:6]=[CH:7][C:2]([Cl:1])=[CH:3][CH:4]=2)[C:9]=1[C:16]1[CH:21]=[CH:20][CH:19]=[C:18]([F:22])[C:17]=1[F:23]. Procedure details: 3.49 g of 5-(4-chlorophenyl)-4-(2,3-difluorophenyl)-6-methyl-2H-pyridazin-3-one and 10 g of phosphorus oxychloride were mixed and stirred at 110° C. for 1 hour. The reaction mixture was allowed to cool down to room temperature and concentrated under reduced pressure. To the residue was added ethyl acetate and ice water, and was separated to two layer. The organic layer was washed sequentially with water and saturated brine, and dried over anhydrous sodium sulfate, then, concentrated under reduce... Product: SCCCNC(CCCC(=O)O)=O (N-(3-mercapto propyl) glutaramic acid). The solvent is CO (methanol). Isolated yield 126.7%. Starting materials: SCCCN (3-mercapto propyl amine), C1(CCCC(=O)O1)=O (glutaric anhydride). Procedure: To a solution of 6.84 g (0.075 mole) of 3-mercapto propyl amine (homocysteamine) in 20 cm3 of methanol, maintained under an inert atmosphere and stirred at ambient temperature, there are added, by portions, 8.56 g (0.075 mole) of glutaric anhydride while maintaining the temperature of the reaction mixture lower than 40° C. After stirring for 6 hours 30 minutes the reaction is complete. The solution is evaporated to dryness under reduced pressure. The product is then dried under a vacuum at a tem... As a reaction SMILES: [SH:1][CH2:2][CH2:3][CH2:4][NH2:5].[C:6]1(=[O:13])[O:12][C:10](=[O:11])[CH2:9][CH2:8][CH2:7]1>CO>[SH:1][CH2:2][CH2:3][CH2:4][NH:5][C:6](=[O:13])[CH2:7][CH2:8][CH2:9][C:10]([OH:12])=[O:11]. The reactants are COC1=CC(=C(C(=O)O)C=C1)C (4-methoxy-2-methylbenzoic acid), NC1=C(C(=CC(=C1)OC)Br)O (2-amino-6-bromo-4-methoxyphenol). Product: BrC1=CC(=CC=2N=C(OC21)C2=C(C=C(C=C2)O)C)O (7-Bromo-2-(4-hydroxy-2-methylphenyl)-1,3-benzoxazol-5-ol). Procedure details: The title compound was prepared in substantially the same manner as described in Example 21, from 4-methoxy-2-methylbenzoic acid, and 2-amino-6-bromo-4-methoxyphenol, and was obtained as a light purple solid, m.p. 120-135° C.; MS m/e 320 (M+H)+. As a reaction SMILES: C[O:2][C:3]1[CH:11]=[CH:10][C:6]([C:7]([OH:9])=O)=[C:5]([CH3:12])[CH:4]=1.[NH2:13][C:14]1[CH:19]=[C:18]([O:20]C)[CH:17]=[C:16]([Br:22])[C:15]=1O>>[Br:22][C:16]1[C:15]2[O:9][C:7]([C:6]3[CH:10]=[CH:11][C:3]([OH:2])=[CH:4][C:5]=3[CH3:12])=[N:13][C:14]=2[CH:19]=[C:18]([OH:20])[CH:17]=1. Starting materials: C1(=CC=C(C=C1)C(=O)C1C(C2=CC=CC=C2C1)=O)C (2-p-Toluoylindan-1-one), C(C)O (ethanol), NN (hydrazine). Solvent: C(Cl)(Cl)Cl (chloroform). The product is C1(=CC=C(C=C1)C1=C2C(=NN1)C1=CC=CC=C1C2)C (3-(p-tolyl)-4H-indeno[1,2-c]-pyrazole). Reaction SMILES: [C:1]1([CH3:19])[CH:6]=[CH:5][C:4]([C:7]([CH:9]2[CH2:17][C:16]3[C:11](=[CH:12][CH:13]=[CH:14][CH:15]=3)[C:10]2=O)=O)=[CH:3][CH:2]=1.C(O)C.[NH2:23][NH2:24]>C(Cl)(Cl)Cl>[C:1]1([CH3:19])[CH:6]=[CH:5][C:4]([C:7]2[NH:24][N:23]=[C:10]3[C:11]4[C:16]([CH2:17][C:9]=23)=[CH:15][CH:14]=[CH:13][CH:12]=4)=[CH:3][CH:2]=1. Procedure details: To a warm solution of 3.3 g. of the diketone of Step A in 33 ml. of ethanol and 10 ml. of chloroform is added 4 g. of hydrazine and the resulting solution is refluxed for 1 hr. It is then cooled and evaporated to dryness under reduced pressure. The crude solid residue obtained is crystallized from methanol to yield the product 3-(p-tolyl)-4H-indeno[1,2-c]-pyrazole (m.p. 250°-252°C). The reactants are C1(=CC=CC=C1)S(=O)C1=CC=CC=C1 (phenyl sulfoxide), C1(=CC=CC=C1)C (toluene), S(=O)(=O)(C(F)(F)F)OS(=O)(=O)C(F)(F)F (triflic anhydride). Run in ClCCl (dichloromethane), CCOCC (ether), ClCCl (dichloromethane). The product is [O-]S(=O)(=O)C(F)(F)F.C1(=CC=CC=C1)[S+](C1=CC=C(C=C1)C)C1=CC=CC=C1 (diphenyl(4-methyl phenyl)sulfonium triflate). Isolated yield 95.3%. As a reaction SMILES: [C:1]1([S:7]([C:9]2[CH:14]=[CH:13][CH:12]=[CH:11][CH:10]=2)=O)[CH:6]=[CH:5][CH:4]=[CH:3][CH:2]=1.[C:15]1([CH3:21])[CH:20]=[CH:19][CH:18]=[CH:17][CH:16]=1.[S:22]([O:29]S(C(F)(F)F)(=O)=O)([C:25]([F:28])([F:27])[F:26])(=[O:24])=[O:23]>ClCCl.CCOCC>[O-:29][S:22]([C:25]([F:28])([F:27])[F:26])(=[O:24])=[O:23].[C:9]1([S+:7]([C:1]2[CH:2]=[CH:3][CH:4]=[CH:5][CH:6]=2)[C:18]2[CH:19]=[CH:20][C:15]([CH3:21])=[CH:16][CH:17]=2)[CH:10]=[CH:11][CH:12]=[CH:13][CH:14]=1 |f:5.6|. Reported procedure: Both 1 g of phenyl sulfoxide and 0.51 g of toluene dissolved in 50 mL dichloromethane was stirred and then, 1.48 g of triflic anhydride was slowly added to the mixture. The reacting mixture was stirred at the same temperature for 30 minutes, and the reaction temperature was slowly increased up to room temperature. Then, the reacting mixture was washed with distilled water. After the complete removal of organic solvent contained in the washed organic layer under vacuum drying, an oil phase with l...